This data is from the Open Reaction Database (ORD), a public repository of structured organic reaction records. The task is: describe an organic reaction: reactants, conditions, products, and yield Reactants: C(CC(=O)C)(=O)OCC1=CC=CC=C1 (benzyl acetoacetate), C(CC(=O)C)(=O)OCC (ethyl acetoacetate). Yields the product OC(CC(=O)OCC1=CC=CC=C1)C (Benzyl 3-hydroxybutyrate). Yield: 48.0%. Reaction SMILES: [C:1]([O:7][CH2:8][C:9]1[CH:14]=[CH:13][CH:12]=[CH:11][CH:10]=1)(=[O:6])[CH2:2][C:3]([CH3:5])=[O:4].C(OCC)(=O)CC(C)=O>>[OH:4][CH:3]([CH3:5])[CH2:2][C:1]([O:7][CH2:8][C:9]1[CH:14]=[CH:13][CH:12]=[CH:11][CH:10]=1)=[O:6]. Procedure details: Benzyl 3-hydroxybutyrate was prepared following the procedure as described in step 1) of Preparation Example 2, except for that benzyl acetoacetate was used to replace for ethyl acetoacetate. Yield 48%. Starting materials: FC(C(=O)O)(F)F (trifluoroacetic acid), C1(=CC=CC=C1)C(=O)[C@@H]1CN(CCO1)[C@H](C)C1=CC=CC=C1 (Phenyl{(2S)-4-[(1R)-1-phenylethyl]morpholin-2-yl}methanone), C1(=CC=CC=C1)[SiH](C1=CC=CC=C1)C1=CC=CC=C1 (triphenylsilane), B(F)(F)F.CCOCC (boron trifluoride etherate), C([O-])(O)=O.[Na+] (sodium bicarbonate). Run in ClCCl (dichloromethane), ClCCl (dichloromethane). Product: C1(=CC=CC=C1)[C@@H](O)[C@@H]1CN(CCO1)[C@H](C)C1=CC=CC=C1 ((R)-Phenyl{(2S)-4-[(1R)-1-phenylethyl]morpholin-2-yl}methanol). Reaction SMILES: [C:1]1([C:7]([C@H:9]2[O:14][CH2:13][CH2:12][N:11]([C@@H:15]([C:17]3[CH:22]=[CH:21][CH:20]=[CH:19][CH:18]=3)[CH3:16])[CH2:10]2)=[O:8])[CH:6]=[CH:5][CH:4]=[CH:3][CH:2]=1.C1([SiH](C2C=CC=CC=2)C2C=CC=CC=2)C=CC=CC=1.B(F)(F)F.CCOCC.FC(F)(F)C(O)=O.C(=O)(O)[O-].[Na+]>ClCCl>[C:1]1([C@H:7]([C@H:9]2[O:14][CH2:13][CH2:12][N:11]([C@@H:15]([C:17]3[CH:22]=[CH:21][CH:20]=[CH:19][CH:18]=3)[CH3:16])[CH2:10]2)[OH:8])[CH:2]=[CH:3][CH:4]=[CH:5][CH:6]=1 |f:2.3,5.6|. Procedure: To a stirred solution of 48a (0.08 g, 0.26 mmol) and triphenylsilane (0.34 g, 1.31 mmol) in dichloromethane (4 ml) cooled to 0° C. was added boron trifluoride etherate (0.09 g, 0.66 mmol) followed by trifluoroacetic acid (0.36 ml, 63 mmol). The reaction mixture was allowed to warm to room temperature and diluted after three hours with dichloromethane (20 ml) and neutralised with aqueous sodium bicarbonate. The organic phase was dried over magnesium sulphate, filtered and evaporated to give the r... Starting materials: CC=CC(OC)C(C)C(OC)C(C)COC(=O)C(C)(C)C, ClCCl, O=[O+][O-], c1ccc(P(c2ccccc2)c2ccccc2)cc1. Product: COC(C=O)C(C)C(OC)C(C)COC(=O)C(C)(C)C. RXN SMILES: [CH3:1][O:2][CH:3]([CH:4]([CH2:5][O:6][C:7]([C:8]([CH3:9])([CH3:10])[CH3:11])=[O:12])[CH3:13])[CH:14]([CH:15]([CH:16]=[CH:17][CH3:18])[O:19][CH3:20])[CH3:21].[Cl:44][CH2:45][Cl:46].[O-:22][O+:23]=[O:24].[c:25]1([P:26]([c:27]2[cH:28][cH:29][cH:30][cH:31][cH:32]2)[c:33]2[cH:34][cH:35][cH:36][cH:37][cH:38]2)[cH:39][cH:40][cH:41][cH:42][cH:43]1>>[CH3:1][O:2][CH:3]([CH:4]([CH2:5][O:6][C:7]([C:8]([CH3:9])([CH3:10])[CH3:11])=[O:12])[CH3:13])[CH:14]([CH:15]([CH:16]=[O:22])[O:19][CH3:20])[CH3:21]. Reactants: COC(=O)c1cc(Br)c(Cl)o1, O=C([O-])[O-], CCn1nccc1B1OC(C)(C)C(C)(C)O1, COCCOC, ClCCl, [K+], [K+], O. Yields the product CCn1nccc1-c1cc(C(=O)OC)oc1Cl. RXN SMILES: [Br:23][c:24]1[cH:25][c:26]([C:30](=[O:31])[O:32][CH3:33])[o:27][c:28]1[Cl:29].[C:17](=[O:18])([O-:19])[O-:20].[CH2:1]([CH3:2])[n:3]1[n:4][cH:5][cH:6][c:7]1[B:8]1[O:9][C:10]([CH3:11])([CH3:12])[C:13]([CH3:14])([CH3:15])[O:16]1.[CH3:34][O:35][CH2:36][CH2:37][O:38][CH3:39].[Cl:41][CH2:42][Cl:43].[K+:21].[K+:22].[OH2:40]>>[CH2:1]([CH3:2])[n:3]1[n:4][cH:5][cH:6][c:7]1-[c:24]1[cH:25][c:26]([C:30](=[O:31])[O:32][CH3:33])[o:27][c:28]1[Cl:29]. Starting materials: COC1NC(C2=CC=CC=C2C1(C)C)=O (3-methoxy-4,4-dimethyl-3,4-dihydro-2H-isoquinolin-1-one), P(Cl)(Cl)(Cl)(Cl)Cl (Phosphorus pentachloride). Run in C(C)OCC (diethyl ether). Reaction conditions: time 30 minute. The product is CC1(CNC(C2=CC=CC=C12)=O)C (4,4-dimethyl-3,4-dihydro-2H-isoquinolin-1-one). Isolated yield 162.2%. RXN SMILES: CO[CH:3]1[C:12]([CH3:14])([CH3:13])[C:11]2[C:6](=[CH:7][CH:8]=[CH:9][CH:10]=2)[C:5](=[O:15])[NH:4]1.P(Cl)(Cl)(Cl)(Cl)Cl>C(OCC)C>[CH3:13][C:12]1([CH3:14])[C:11]2[C:6](=[CH:7][CH:8]=[CH:9][CH:10]=2)[C:5](=[O:15])[NH:4][CH2:3]1. Procedure details: The compound (1.3 g) obtained in step (d) just above was dissolved in diethyl ether(15 ml). Phosphorus pentachloride (1.1 g) was added to the solution. The mixture was stirred at room temperature for 30 min. The solvent was then removed by distillation under the reduced pressure. Glyme (20 ml) and sodium boron hydride (1.1 g) were added to the residue. The mixture was stirred at room temperature for one hr. Water was added to the reaction solution, followed by stirring. The mixture was then extr... The yield is 23.5%. Starting materials: C(C)(C)[C@H]1NS(CC1)(=O)=O ((S)-3-isopropylisothiazolidine 1,1-dioxide), CC1=C(C=CC(=C1)C)N1CCN(CC1)C(=O)C1=CC=C(C=C1)I ([4-(2,4-dimethylphenyl)piperazin-1-yl](4-iodophenyl)methanone). RXN SMILES: [CH:1]([C@@H:4]1[CH2:8][CH2:7][S:6](=[O:10])(=[O:9])[NH:5]1)([CH3:3])[CH3:2].[CH3:11][C:12]1[CH:17]=[C:16]([CH3:18])[CH:15]=[CH:14][C:13]=1[N:19]1[CH2:24][CH2:23][N:22]([C:25]([C:27]2[CH:32]=[CH:31][C:30](I)=[CH:29][CH:28]=2)=[O:26])[CH2:21][CH2:20]1>>[CH3:11][C:12]1[CH:17]=[C:16]([CH3:18])[CH:15]=[CH:14][C:13]=1[N:19]1[CH2:20][CH2:21][N:22]([C:25]([C:27]2[CH:32]=[CH:31][C:30]([N:5]3[C@H:4]([CH:1]([CH3:3])[CH3:2])[CH2:8][CH2:7][S:6]3(=[O:10])=[O:9])=[CH:29][CH:28]=2)=[O:26])[CH2:23][CH2:24]1. Product: CC1=C(C=CC(=C1)C)N1CCN(CC1)C(=O)C1=CC=C(C=C1)N1S(CC[C@H]1C(C)C)(=O)=O ((S)-[4-(2,4-dimethylphenyl)piperazin-1-yl][4-(3-isopropyl-1,1-dioxo-1λ6-isothiazolidin-2-yl)phenyl]methanone). Procedure details: Using (S)-3-isopropylisothiazolidine 1,1-dioxide (320 mg) described in Preparation Example 6 and [4-(2,4-dimethylphenyl)piperazin-1-yl](4-iodophenyl)methanone (420 mg) described in Preparation Example 108 and by the reaction and treatment in the same manner as in Example 1, the title compound (107 mg) was obtained. Reactants: CC(C)(C)c1ccc(cc1)Oc1cccc(C=O)c1, CC1=CN=C(C=C1)N, [C-]#[N+]C1CCCCC1. The reagents and catalysts are O=C(O)C(F)(F)F (trifluoroacetic acid). The solvent is CC(C)O (isopropyl alcohol), CC(C)O (isopropylalcohol). Run at temperature 22 celsius, time 20 hour. Yields the product Cc1ccc2nc(c3cccc(c3)Oc3ccc(cc3)C(C)(C)C)c(NC3CCCCC3)n2c1. The yield is 26.2%. Reaction SMILES: CC1=CC=C(N)N=C1.[C-]#[N+]C1CCCCC1.CC(C)(C)C1=CC=C(OC2=CC(C=O)=CC=C2)C=C1>>CC1=CN2C(C=C1)=NC(=C2NC1CCCCC1)C1=CC=CC(OC2=CC=C(C=C2)C(C)(C)C)=C1.